This data is from the Open Reaction Database (ORD), a public repository of structured organic reaction records. The task is: describe an organic reaction: reactants, conditions, products, and yield The reactants are CC(C)(C)OC(=O)NC(Cc1ccccc1)C1CO1, c1ccc(C2CCNCC2)cc1. Product: CC(C)(C)OC(=O)NC(Cc1ccccc1)C(O)CN1CCC(c2ccccc2)CC1. As a reaction SMILES: [C:1]([CH3:2])([CH3:3])([CH3:4])[O:5][C:6]([NH:7][CH:8]([CH2:9][c:10]1[cH:11][cH:12][cH:13][cH:14][cH:15]1)[CH:16]1[O:17][CH2:18]1)=[O:19].[c:20]1([CH:26]2[CH2:27][CH2:28][NH:29][CH2:30][CH2:31]2)[cH:21][cH:22][cH:23][cH:24][cH:25]1>>[C:1]([CH3:2])([CH3:3])([CH3:4])[O:5][C:6]([NH:7][CH:8]([CH2:9][c:10]1[cH:11][cH:12][cH:13][cH:14][cH:15]1)[CH:16]([OH:17])[CH2:18][N:29]1[CH2:28][CH2:27][CH:26]([c:20]2[cH:21][cH:22][cH:23][cH:24][cH:25]2)[CH2:31][CH2:30]1)=[O:19]. Reactants: O=S(Cl)Cl (SOCl2), CO (methanol), N[C@@H](CC1=CC=CC=C1)C(=O)O (L-phenylalanine). Product: COC([C@@H](N)CC1=CC=CC=C1)=O (L-phenylalanine methyl ester). Yield: 88.3%. Reaction SMILES: O=S(Cl)Cl.[NH2:5][C@H:6]([C:14]([OH:16])=[O:15])[CH2:7][C:8]1[CH:13]=[CH:12][CH:11]=[CH:10][CH:9]=1.[CH3:17]O>>[CH3:17][O:15][C:14](=[O:16])[C@H:6]([CH2:7][C:8]1[CH:13]=[CH:12][CH:11]=[CH:10][CH:9]=1)[NH2:5]. Procedure: 6.61 mL of SOCl2 and 40 mL of methanol were thoroughly mixed in an ice bath for 30 minutes, followed by mixing with 10 g of L-phenylalanine. The mixture was subjected to a reflux reaction at 70° C. for 24 hours, followed by evaporating, re-crystallizing in ether, filtering and drying to obtain a product of 11.5 g (88.3%) of L-phenylalanine methyl ester 2. The analytic data of the product are as follows: 1H-NMR (D2O, 400 MHz), δ(ppm): 7.36-7.20 (m, 5H, Ar), 4.36-4.34 (t, 1H, J=6, H2NHCH), 3.75 (s... Reactants: [Li+].[OH-] (LiOH), FC(OC[C@@H](CCC(C)C)N1[C@@H](C[C@@H](CC1)CC(=O)OC)C1=CC=C(C=C1)C(F)(F)F)F (Methyl {(2S,4R)-1-{(1R)-1-[(difluoromethoxy)methyl]-4-methylpentyl}-2-[4-(trifluoromethyl)phenyl]piperidin-4-yl}acetate), C(=O)(O)[O-].[Na+] (NaHCO3), Cl (HCl). Run in O (H2O), C1CCOC1 (THF). Conditions: time 3 day. Product: FC(OC[C@@H](CCC(C)C)N1[C@@H](C[C@@H](CC1)CC(=O)O)C1=CC=C(C=C1)C(F)(F)F)F ({(2S,4R)-1-{(1R)-1-[(Difluoromethoxy)methyl]-4-methylpentyl}-2-[4-(trifluoromethyl)phenyl]piperidin-4-yl}acetic acid). Isolated yield 94.9%. Reaction SMILES: [Li+].[OH-].[F:3][CH:4]([F:34])[O:5][CH2:6][C@H:7]([N:13]1[CH2:18][CH2:17][C@@H:16]([CH2:19][C:20]([O:22]C)=[O:21])[CH2:15][C@H:14]1[C:24]1[CH:29]=[CH:28][C:27]([C:30]([F:33])([F:32])[F:31])=[CH:26][CH:25]=1)[CH2:8][CH2:9][CH:10]([CH3:12])[CH3:11].Cl.C([O-])(O)=O.[Na+]>O.C1COCC1>[F:34][CH:4]([F:3])[O:5][CH2:6][C@H:7]([N:13]1[CH2:18][CH2:17][C@@H:16]([CH2:19][C:20]([OH:22])=[O:21])[CH2:15][C@H:14]1[C:24]1[CH:25]=[CH:26][C:27]([C:30]([F:33])([F:31])[F:32])=[CH:28][CH:29]=1)[CH2:8][CH2:9][CH:10]([CH3:12])[CH3:11] |f:0.1,4.5|. Reported procedure: A solution of LiOH (5 mg, 0.209 mmol) in H2O (0.5 ml) was added to a stirred solution of the ester (Step 1, 13 mg, 0.028 mmol) in THF (1 ml) at RT. The mixture was stirred at RT for 3 days. 2N HCl (0.5 ml) was added. The pH of the aqueous layer was adjusted to ˜7 with NaHCO3 (aq). The aqueous layer was extracted with DCM (×3). The combined extracts were dried (Na2SO4), filtered and evaporated to give the title compound (12 mg) as a colourless solid after evaporation from pentane. M/Z 452 (MH+). Reactants: C(C#N)C#N (malonodinitrile), C(C)(=O)OC(C)=O (acetic anhydride), C(C)C=1OC(=C(C(C1CCC)=O)CCC)CC (2,6-diethyl-3,5-dipropyl-pyran-4-one). Run in O (water). Product: C(C)C=1OC(=C(C(C1C)=C(C#N)C#N)C)CC (2-(2,6-diethyl-3,5-dimethylpyran-4-ylidene)malononitrile). Isolated yield 47.0%. Reaction SMILES: [CH2:1]([C:4]#[N:5])[C:2]#[N:3].C(OC(=O)C)(=O)C.[CH2:13]([C:15]1[O:16][C:17]([CH2:28][CH3:29])=[C:18]([CH2:25]CC)[C:19](=O)[C:20]=1[CH2:21]CC)[CH3:14]>O>[CH2:28]([C:17]1[O:16][C:15]([CH2:13][CH3:14])=[C:20]([CH3:21])[C:19](=[C:1]([C:4]#[N:5])[C:2]#[N:3])[C:18]=1[CH3:25])[CH3:29]. Procedure: To a solution of 0.33 g (5 mmol) of malonodinitrile in 2.4 ml (25 mmol) acetic anhydride 1.20 g (5 mmol) of 2,6-diethyl-3,5-dipropyl-pyran-4-one (prepared according to J. Chem. Soc (C), 1967, 828-830) was added. After addition of 150 ml of water the resulting solution was extracted twice with ether (50 ml). The combined organic phases were washed with water (2×50 ml) and with saturated NaCl-solution (1×30 ml). After drying (Na2SO4), the solvent was evaporated (HV) and the crude product was purif...